This data is from the Open Reaction Database (ORD), a public repository of structured organic reaction records. The task is: describe an organic reaction: reactants, conditions, products, and yield Reactants: C(#N)C1=NC=C(C(=N1)C(F)(F)F)C(=O)O (2-cyano-4-trifluoromethylpyrimidine-5-carboxylic acid), C(C(=O)Cl)(=O)Cl (oxalyl chloride). The reagents and catalysts are CN(C)C=O (DMF). The solvent is ClCl (Cl2). Product: C(#N)C1=NC=C(C(=N1)C(F)(F)F)C(=O)Cl (2-CYANO-4-TRIFLUOROMETHYLPYRIMIDINE-5-CARBONYLCHLORIDE). The yield is 83.1%. RXN SMILES: [C:1]([C:3]1[N:8]=[C:7]([C:9]([F:12])([F:11])[F:10])[C:6]([C:13]([OH:15])=O)=[CH:5][N:4]=1)#[N:2].C(Cl)(=O)C([Cl:19])=O>CN(C=O)C.ClCl>[C:1]([C:3]1[N:8]=[C:7]([C:9]([F:12])([F:11])[F:10])[C:6]([C:13]([Cl:19])=[O:15])=[CH:5][N:4]=1)#[N:2]. Procedure details: A solution of 2-cyano-4-trifluoromethylpyrimidine-5-carboxylic acid (2.0 g, 9.2 mmol), oxalyl chloride (1.4 g, 11 mmol) and DMF (4 drops) in CH2 Cl2 (46 mL) was stirred at room temperature under N2 for 0.75 h. The reaction was concentrated and distilled (b.p. 100° C., 1.5 mm/Hg) to give the title compound (1.8 g, 82% yield); 1HNMR (CDCl3) δ 9.49 (s, 1H). The reactants are CC(C)(C)OC(=O)Nc1cnc(Cl)cc1C(=O)O, Cl, [K+], [OH-]. Product: Nc1cnc(Cl)cc1C(=O)O. As a reaction SMILES: [C:1]([O:2][C:3](=[O:4])[NH:8][c:9]1[cH:10][n:11][c:12]([Cl:18])[cH:13][c:14]1[C:15](=[O:16])[OH:17])([CH3:5])([CH3:6])[CH3:7].[ClH:19].[K+:21].[OH-:20]>>[NH2:8][c:9]1[cH:10][n:11][c:12]([Cl:18])[cH:13][c:14]1[C:15](=[O:16])[OH:17]. Reactants: CC(C)(C)c1cc(C=O)cc(C(C)(C)C)c1, C1CCOC1, CCOC(=O)CP(=O)(OCC)OCC, CCOC(=O)CP(=O)(OCC)OCC, [H-], [Na+], [Na]. The product is CCOC(=O)C=Cc1cc(C(C)(C)C)cc(C(C)(C)C)c1. RXN SMILES: [C:1]([CH3:2])([CH3:3])([CH3:4])[c:5]1[cH:6][c:7]([CH:8]=[O:9])[cH:10][c:11]([C:13]([CH3:14])([CH3:15])[CH3:16])[cH:12]1.[CH2:48]1[O:49][CH2:50][CH2:51][CH2:52]1.[CH3:18][CH2:19][O:20][C:21](=[O:22])[CH2:23][P:24]([O:25][CH2:26][CH3:27])([O:28][CH2:29][CH3:30])=[O:31].[CH3:32][CH2:33][O:34][C:35]([CH2:36][P:37]([O:38][CH2:39][CH3:40])([O:41][CH2:42][CH3:43])=[O:44])=[O:45].[H-:47].[Na+:46].[Na:17]>>[C:1]([CH3:2])([CH3:3])([CH3:4])[c:5]1[cH:6][c:7]([CH:8]=[CH:23][C:21]([O:20][CH2:19][CH3:18])=[O:22])[cH:10][c:11]([C:13]([CH3:14])([CH3:15])[CH3:16])[cH:12]1. Product: CC(C)(C)OC(=O)N1CCC(C(=O)N(Cc2ccccc2)c2ccccc2Br)CC1. Starting materials: BrCc1ccccc1, CC(C)(C)OC(=O)N1CCC(C(=O)Nc2ccccc2Br)CC1, CN(C)C=O, [H-], [Na+]. RXN SMILES: [Br:26][CH2:27][c:28]1[cH:29][cH:30][cH:31][cH:32][cH:33]1.[C:1]([CH3:2])([CH3:3])([CH3:4])[O:5][C:6](=[O:7])[N:8]1[CH2:9][CH2:10][CH:11]([C:14]([NH:15][c:16]2[c:17]([Br:22])[cH:18][cH:19][cH:20][cH:21]2)=[O:23])[CH2:12][CH2:13]1.[CH3:34][N:35]([CH3:36])[CH:37]=[O:38].[H-:24].[Na+:25]>>[C:1]([CH3:2])([CH3:3])([CH3:4])[O:5][C:6](=[O:7])[N:8]1[CH2:9][CH2:10][CH:11]([C:14]([N:15]([c:16]2[c:17]([Br:22])[cH:18][cH:19][cH:20][cH:21]2)[CH2:27][c:28]2[cH:29][cH:30][cH:31][cH:32][cH:33]2)=[O:23])[CH2:12][CH2:13]1. The reactants are OCC(CCSC)NC(OC(C)(C)C)=O (tert-butyl [1-hydroxy-4-(methylsulfanyl)butan-2-yl]carbamate), C1(C=2C(C(N1)=O)=CC=CC2)=O (phthalimide), C1(=CC=CC=C1)P(C1=CC=CC=C1)C1=CC=CC=C1 (triphenylphosphine), CCOC(=O)/N=N/C(=O)OCC (Diethylazodicarboxylate). Solvent: C1CCOC1 (THF). Conditions: time 2 hour. The product is O=C1N(C(C2=CC=CC=C12)=O)CC(CCSC)NC(OC(C)(C)C)=O (tert-butyl {1-(1,3-dioxo-1,3-dihydro-2H-isoindol-2-yl)-4-(methylsulfanyl)butan-2-yl}carbamate). As a reaction SMILES: O[CH2:2][CH:3]([NH:8][C:9](=[O:15])[O:10][C:11]([CH3:14])([CH3:13])[CH3:12])[CH2:4][CH2:5][S:6][CH3:7].[C:16]1(=[O:26])[NH:20][C:19](=[O:21])[C:18]2=[CH:22][CH:23]=[CH:24][CH:25]=[C:17]12.C1(P(C2C=CC=CC=2)C2C=CC=CC=2)C=CC=CC=1.CCOC(/N=N/C(OCC)=O)=O>C1COCC1>[O:21]=[C:19]1[C:18]2[C:17](=[CH:25][CH:24]=[CH:23][CH:22]=2)[C:16](=[O:26])[N:20]1[CH2:2][CH:3]([NH:8][C:9](=[O:15])[O:10][C:11]([CH3:14])([CH3:13])[CH3:12])[CH2:4][CH2:5][S:6][CH3:7]. Procedure details: To a solution of tert-butyl [1-hydroxy-4-(methylsulfanyl)butan-2-yl]carbamate (18.5 g, 84.5 mmol) in THF (400 mL) was added phthalimide (14.9 g, 0.101 mol) and triphenylphosphine (26.9 g, 0.101 mol) under a nitrogen atmosphere. Diethylazodicarboxylate (27.3 g, 0.135 mol) was added dropwise at room temperature. After 2 hours, the reaction mixture was concentrated under reduced pressure, and the residue was purified by chromatography on silica gel to give tert-butyl {1-(1,3-dioxo-1,3-dihydro-2H-is... Reactants: Cl.Cl.N1=CC=C(C=C1)C1CC2CCC(C1)N2 (3-pyridin-4-yl-8-azabicyclo[3.2.1]octane dihydrochloride), N1CCCC2=CC=CC=C12 (1,2,3,4-tetrahydroquinoline), ClC(Cl)(OC(OC(Cl)(Cl)Cl)=O)Cl (triphosgene), saturated aqueous solution, C(O)([O-])=O.[Na+] (sodium hydrogen carbonate). The solvent is C(C)N(CC)CC (triethylamine), C(C)N(CC)CC (triethylamine), ClCCl (dichloromethane). Run at time 3 hour. Yields the product N1=CC(=CC=C1)C1CCC2CCC1N2C(=O)N2CCCC1=CC=CC=C21 (1-[(4-pyridin-3-yl-8-azabicyclo[3.2.1]oct-8-yl)carbonyl]-1,2,3,4-tetrahydroquinoline). The yield is 19.2%. As a reaction SMILES: [NH:1]1[C:10]2[C:5](=[CH:6][CH:7]=[CH:8][CH:9]=2)[CH2:4][CH2:3][CH2:2]1.ClC(Cl)(O[C:15](=[O:21])OC(Cl)(Cl)Cl)Cl.Cl.Cl.N1C=CC([CH:31]2[CH2:37][CH:36]3[NH:38][CH:33]([CH2:34][CH2:35]3)[CH2:32]2)=CC=1.C(=O)([O-])O.[Na+]>C(N(CC)CC)C.ClCCl>[N:1]1[CH:10]=[CH:5][CH:4]=[C:3]([CH:37]2[CH:36]3[N:38]([C:15]([N:1]4[C:10]5[C:5](=[CH:6][CH:7]=[CH:8][CH:9]=5)[CH2:4][CH2:3][CH2:2]4)=[O:21])[CH:33]([CH2:34][CH2:35]3)[CH2:32][CH2:31]2)[CH:2]=1 |f:2.3.4,5.6|. Procedure details: 0.241 g of 1,2,3,4-tetrahydroquinoline, 20 ml of dichloromethane and 0.24 ml of triethylamine are placed in a 50 ml round-bottomed flask under a nitrogen atmosphere. 0.178 g of triphosgene is added at 0° C. and then the reaction mixture is left to stir at ambient temperature for 3 h. 0.34 g of 3-pyridin-4-yl-8-azabicyclo[3.2.1]octane dihydrochloride and 1.19 ml of triethylamine are subsequently added and the reaction mixture is then refluxed for three hours. 200 ml of a saturated aqueous solutio...